Task: describe an organic reaction: reactants, conditions, products, and yield. Dataset: the Open Reaction Database (ORD), a public repository of structured organic reaction records Reactants: Brc1ccc2ccccc2n1, CON(C)C(=O)C1CCCCN1C(=O)OC(C)(C)C, [Li]CCCC, C1CCOC1, [KH]. Product: CC(C)(C)OC(=O)N1CCCCC1C(=O)c1ccc2ccccc2n1. As a reaction SMILES: [Br:2][c:3]1[n:4][c:5]2[cH:6][cH:7][cH:8][cH:9][c:10]2[cH:11][cH:12]1.[C:18]([CH3:19])([CH3:20])([CH3:21])[O:22][C:23](=[O:24])[N:25]1[CH:26]([C:31]([N:32]([O:33][CH3:34])[CH3:35])=[O:36])[CH2:27][CH2:28][CH2:29][CH2:30]1.[CH2:13]([Li:14])[CH2:15][CH2:16][CH3:17].[CH2:37]1[O:38][CH2:39][CH2:40][CH2:41]1.[KH:1]>>[c:3]1([C:31]([CH:26]2[N:25]([C:23]([O:22][C:18]([CH3:19])([CH3:20])[CH3:21])=[O:24])[CH2:30][CH2:29][CH2:28][CH2:27]2)=[O:36])[n:4][c:5]2[cH:6][cH:7][cH:8][cH:9][c:10]2[cH:11][cH:12]1.